This data is from the Open Reaction Database (ORD), a public repository of structured organic reaction records. The task is: describe an organic reaction: reactants, conditions, products, and yield Starting materials: ClC1=C2C=C(NC2=CC=C1C#N)C(F)F (4-chloro-2-(difluoromethyl)-1H-indole-5-carbonitrile), C(C)(C)(C)OC(C(C)Br)=O (2-bromopropionic acid t-butyl ester), C(=O)([O-])[O-].[Cs+].[Cs+] (Cs2CO3). The product is ClC1=C2C=C(N(C2=CC=C1C#N)C(C(=O)OC(C)(C)C)C)C(F)F (1,1-Dimethylethyl 2-[4-chloro-5-cyano-2-(difluoromethyl)-1H-indol-1-yl]propanoate). Reaction SMILES: [Cl:1][C:2]1[C:10]([C:11]#[N:12])=[CH:9][CH:8]=[C:7]2[C:3]=1[CH:4]=[C:5]([CH:13]([F:15])[F:14])[NH:6]2.[C:16]([O:20][C:21](=[O:25])[CH:22](Br)[CH3:23])([CH3:19])([CH3:18])[CH3:17].C([O-])([O-])=O.[Cs+].[Cs+]>>[Cl:1][C:2]1[C:10]([C:11]#[N:12])=[CH:9][CH:8]=[C:7]2[C:3]=1[CH:4]=[C:5]([CH:13]([F:14])[F:15])[N:6]2[CH:22]([CH3:23])[C:21]([O:20][C:16]([CH3:19])([CH3:18])[CH3:17])=[O:25] |f:2.3.4|. Reported procedure: Synthesized as described in Example 4 using 4-chloro-2-(difluoromethyl)-1H-indole-5-carbonitrile, 2-bromopropionic acid t-butyl ester (1.5 eq) and Cs2CO3 (1.5 eq): MS (ES) m/z 355 (M+1).